Dataset: the Open Reaction Database (ORD), a public repository of structured organic reaction records. Task: describe an organic reaction: reactants, conditions, products, and yield The reactants are CC(C)C(CO)NC(=O)OC(C)(C)C, BrCc1ccccc1, CC(C)(C)[O-], CCOC(C)=O, [K+], CN(C)C=O. Yields the product CC(C)C(COCc1ccccc1)NC(=O)OC(C)(C)C. Reaction SMILES: [C:1]([CH3:2])([CH3:3])([CH3:4])[O:5][C:6](=[O:7])[NH:8][CH:9]([CH:10]([CH3:11])[CH3:12])[CH2:13][OH:14].[CH2:15]([c:16]1[cH:17][cH:18][cH:19][cH:20][cH:21]1)[Br:22].[CH3:23][C:24]([CH3:25])([O-:26])[CH3:27].[CH3:34][CH2:35][O:36][C:37](=[O:38])[CH3:39].[K+:28].[O:29]=[CH:30][N:31]([CH3:32])[CH3:33]>>[C:1]([CH3:2])([CH3:3])([CH3:4])[O:5][C:6](=[O:7])[NH:8][CH:9]([CH:10]([CH3:11])[CH3:12])[CH2:13][O:14][CH2:15][c:16]1[cH:17][cH:18][cH:19][cH:20][cH:21]1. Reactants: C(C1CO1)OCC1CO1 (glycidyl ether), CCCCCCCCCC=1C=CC(=CC1)O (nonylphenol), C1CCCCC1 (cyclohexane), C(C1CO1)OC1=C(C=CC=C1)CCCCCCCCC (nonylphenyl glycidyl ether). Solvent: O (water), O (water), O (water). Yields the product C(CCCCCCCC)C1=C(OCC(COC2=C(C=CC=C2)CCCCCCCCC)O)C=CC=C1 (1,3-Bis(nonylphenoxy)-2-propanol). Reaction SMILES: [CH3:1][CH2:2][CH2:3][CH2:4][CH2:5][CH2:6][CH2:7][CH2:8][CH2:9][C:10]1[CH:11]=[CH:12][C:13](O)=[CH:14][CH:15]=1.C1CCCCC1.[CH2:23]([O:27][C:28]1[CH:33]=[CH:32][CH:31]=[CH:30][C:29]=1[CH2:34][CH2:35][CH2:36][CH2:37][CH2:38][CH2:39][CH2:40][CH2:41][CH3:42])[CH:24]1[O:26][CH2:25]1.C(OCC1OC1)C1[O:46]C1>O>[CH2:9]([C:10]1[CH:11]=[CH:12][CH:13]=[CH:14][C:15]=1[O:46][CH2:25][CH:24]([OH:26])[CH2:23][O:27][C:28]1[CH:33]=[CH:32][CH:31]=[CH:30][C:29]=1[CH2:34][CH2:35][CH2:36][CH2:37][CH2:38][CH2:39][CH2:40][CH2:41][CH3:42])[CH2:8][CH2:7][CH2:6][CH2:5][CH2:4][CH2:3][CH2:2][CH3:1]. Procedure: To a five neck, two liter round bottom flask equipped with an addition funnel, thermometer, nitrogen dispersant tube, mechanical stirred, and a decanting head with a water-cooled condenser were added 220 grams (1.00 mole) of nonylphenol and 250 milliliters of cyclohexane. The solution was then heated to reflux and 2.8 grams (1.3 wt. % based on nonylphenol) of potassium hydroxide in 10 milliliters of water was slowly added to the flask. After essentially all the water was recovered in the decanti... The reactants are BrC(C=O)(C)C (2-bromo-2-methylpropanal), [H-].[Na+] (Sodium hydride), C1(=CC=CC=C1)C(C1=CC=CC=C1)(C1=CC=CC=C1)S (Triphenylmethylmercaptan). Solvent: C1(=CC=CC=C1)C (toluene), C1CCOC1 (THF), hexanes. Reaction conditions: time 12 hour. Product: CC(C=O)(C)SC(C1=CC=CC=C1)(C1=CC=CC=C1)C1=CC=CC=C1 (2-methyl-2-(triphenylmethylthio)propanal). The yield is 58.7%. RXN SMILES: [C:1]1([C:7]([SH:20])([C:14]2[CH:19]=[CH:18][CH:17]=[CH:16][CH:15]=2)[C:8]2[CH:13]=[CH:12][CH:11]=[CH:10][CH:9]=2)[CH:6]=[CH:5][CH:4]=[CH:3][CH:2]=1.[H-].[Na+].Br[C:24]([CH3:28])([CH3:27])[CH:25]=[O:26]>C1COCC1.C1(C)C=CC=CC=1>[CH3:27][C:24]([S:20][C:7]([C:8]1[CH:13]=[CH:12][CH:11]=[CH:10][CH:9]=1)([C:14]1[CH:15]=[CH:16][CH:17]=[CH:18][CH:19]=1)[C:1]1[CH:6]=[CH:5][CH:4]=[CH:3][CH:2]=1)([CH3:28])[CH:25]=[O:26] |f:1.2|. Procedure details: Triphenylmethylmercaptan (362.94 g, 1.31 mol, 100 mol %) dissolved in anhydrous THF (2 L) was cooled in an ice bath under argon. Sodium hydride (60% in oil; 54.39 g, 1.35 mol, 104 mol %) was added in portions over 20 min. 2-bromo-2-methylpropanal (206.06 g, 1.36 mol, 104 mol %; see Stevens & Gillis, 1957, J. Amer. Chem. Soc. 79: 3448-51) was then added slowly over 20 min. The reaction mixture was allowed to warm to room temperature and stirred for 12 hours. The reaction was quenched with water (... Reaction SMILES: [C:1]1([CH3:7])[CH:6]=[CH:5][CH:4]=[CH:3][CH:2]=1.[C:8]([O:11][CH2:12]C)(=[O:10])[CH3:9]>>[C:1]1([CH3:7])[CH:6]=[CH:5][C:4]([CH2:9][C:8]([O:11][CH3:12])=[O:10])=[CH:3][CH:2]=1. Starting materials: C1(=CC=CC=C1)C (toluene), C(C)(=O)OCC (ethyl acetate). The product is C1(=CC=C(C=C1)CC(=O)OC)C (Methyl 4-tolyl-acetate). Reported procedure: Rf=0.81 (toluene:ethyl acetate=2:1)